The task is: describe an organic reaction: reactants, conditions, products, and yield. This data is from the Open Reaction Database (ORD), a public repository of structured organic reaction records. RXN SMILES: [C:1]([CH3:3])([CH3:4])([O:5][C:6](=[O:2])[CH2:7][CH2:8][CH2:9][CH2:10][CH2:11][CH2:12][Br:13])[CH3:14].[CH2:18]([Cl:19])[Cl:20].[CH3:15][OH:16].[CH3:21][c:22]1[cH:23][cH:24][cH:25][cH:26][cH:27]1.[OH2:17]>>[O:5]=[CH:6][CH2:7][CH2:8][CH2:9][CH2:10][CH2:11][CH2:12][Br:13]. The reactants are CC(C)(C)OC(=O)CCCCCCBr, ClCCl, CO, Cc1ccccc1, O. Yields the product O=CCCCCCCBr.